From a dataset of the Open Reaction Database (ORD), a public repository of structured organic reaction records. describe an organic reaction: reactants, conditions, products, and yield Reactants: O=C(C1CC1)N1CCN(Cc2ccccc2)CC1, CCO. The product is O=C(C1CC1)N1CCNCC1. As a reaction SMILES: [CH2:1]([c:2]1[cH:3][cH:4][cH:5][cH:6][cH:7]1)[N:8]1[CH2:9][CH2:10][N:11]([C:14](=[O:15])[CH:16]2[CH2:17][CH2:18]2)[CH2:12][CH2:13]1.[CH3:19][CH2:20][OH:21]>>[NH:8]1[CH2:9][CH2:10][N:11]([C:14](=[O:15])[CH:16]2[CH2:17][CH2:18]2)[CH2:12][CH2:13]1. Starting materials: CN1N=CC(=C1NC(C1=CC=CC=C1)(C1=CC=CC=C1)C1=CC=CC=C1)NC(OC1=CC=CC=C1)=O (phenyl [1-methyl-5-(tritylamino)-1H-pyrazol-4-yl]carbamate), N1C[C@@H](CC1)NC(OC(C)(C)C)=O (tert-butyl (3R)-3-pyrrolidinylcarbamate), C(C)N(C(C)C)C(C)C (N-ethyldiisopropylamine). The solvent is C(Cl)Cl (methylene chloride). The product is CN1N=CC(=C1NC(C1=CC=CC=C1)(C1=CC=CC=C1)C1=CC=CC=C1)NC(=O)N1C[C@@H](CC1)NC(OC(C)(C)C)=O (tert-butyl [(3R)-1-({[1-methyl-5-(tritylamino)-1H-pyrazol-4-yl]amino}carbonyl)-3-pyrrolidinyl]carbamate). Yield: 61.7%. Reaction SMILES: [CH3:1][N:2]1[C:6]([NH:7][C:8]([C:21]2[CH:26]=[CH:25][CH:24]=[CH:23][CH:22]=2)([C:15]2[CH:20]=[CH:19][CH:18]=[CH:17][CH:16]=2)[C:9]2[CH:14]=[CH:13][CH:12]=[CH:11][CH:10]=2)=[C:5]([NH:27][C:28](=O)[O:29]C2C=CC=CC=2)[CH:4]=[N:3]1.[NH:37]1[CH2:41][CH2:40][C@@H:39]([NH:42][C:43](=[O:49])[O:44][C:45]([CH3:48])([CH3:47])[CH3:46])[CH2:38]1.C(N(C(C)C)C(C)C)C>C(Cl)Cl>[CH3:1][N:2]1[C:6]([NH:7][C:8]([C:15]2[CH:16]=[CH:17][CH:18]=[CH:19][CH:20]=2)([C:21]2[CH:26]=[CH:25][CH:24]=[CH:23][CH:22]=2)[C:9]2[CH:10]=[CH:11][CH:12]=[CH:13][CH:14]=2)=[C:5]([NH:27][C:28]([N:37]2[CH2:41][CH2:40][C@@H:39]([NH:42][C:43](=[O:49])[O:44][C:45]([CH3:46])([CH3:48])[CH3:47])[CH2:38]2)=[O:29])[CH:4]=[N:3]1. Procedure details: To a suspension of phenyl [1-methyl-5-(tritylamino)-1H-pyrazol-4-yl]carbamate (950 mg) and tert-butyl (3R)-3-pyrrolidinylcarbamate (560 mg) in methylene chloride (20 ml) was added N-ethyldiisopropylamine (390 mg), and the mixture was stirred under reflux for 23 hours. The reaction mixture was washed successively with 10% aqueous citric acid solution, brine and saturated aqueous sodium hydrogen carbonate solution. The organic layer was dried over anhydrous magnesium sulfate, filtered and concentr... The reactants are CCOC(=O)C(=O)N1CCC(c2ccc(OC)c(OC3CCCC3)c2)CC1, C1CCOC1, [Li+], [OH-], O. Yields the product COc1ccc(C2CCN(C(=O)C(=O)O)CC2)cc1OC1CCCC1. As a reaction SMILES: [CH2:1]([CH3:2])[O:3][C:4]([C:5](=[O:6])[N:7]1[CH2:8][CH2:9][CH:10]([c:13]2[cH:14][c:15]([O:21][CH:22]3[CH2:23][CH2:24][CH2:25][CH2:26]3)[c:16]([O:19][CH3:20])[cH:17][cH:18]2)[CH2:11][CH2:12]1)=[O:27].[CH2:30]1[O:31][CH2:32][CH2:33][CH2:34]1.[Li+:28].[OH-:29].[OH2:35]>>[O:3]=[C:4]([C:5](=[O:6])[N:7]1[CH2:8][CH2:9][CH:10]([c:13]2[cH:14][c:15]([O:21][CH:22]3[CH2:23][CH2:24][CH2:25][CH2:26]3)[c:16]([O:19][CH3:20])[cH:17][cH:18]2)[CH2:11][CH2:12]1)[OH:27]. Starting materials: FC([C@H]1[C@@H](CC1)C(=O)OC)F ((1R,2R)-Methyl 2-(difluoromethyl)cyclobutanecarboxylate), [OH-].[Na+] (NaOH). Solvent: C1CCOC1 (THF), CO (MeOH), O (water). Conditions: time 12 hour. The product is FC([C@H]1[C@@H](CC1)C(=O)O)F ((1R,2R)-2-(Difluoromethyl)cyclobutanecarboxylic acid). Isolated yield 65.6%. Reaction SMILES: [F:1][CH:2]([F:11])[C@@H:3]1[CH2:6][CH2:5][C@H:4]1[C:7]([O:9]C)=[O:8].[OH-].[Na+]>C1COCC1.CO.O>[F:1][CH:2]([F:11])[C@@H:3]1[CH2:6][CH2:5][C@H:4]1[C:7]([OH:9])=[O:8] |f:1.2|. Reported procedure: To a solution of Intermediate 238B (200 mg, 1.218 mmol) in THF (1 mL), MeOH (0.3 mL) and water (1 mL) was added NaOH (97 mg, 2.437 mmol) and the resulting solution was stirred at RT for 12 h. The volatiles were removed under reduced pressure and the residue was added water and extracted with ethyl acetate. The pH of the aqueous layer was adjusted to 4 using an aqueous solution of 1.5 N HCl and the compounds were extracted with EtOAc (3×10 mL). The combined organic layer was dried on Na2SO4, filt... Reactants: [N+](#[C-])CC(=O)OC (methyl isocyano-acetate), C(C1=CC=CC=C1)=O (benzaldehyde), (S)-N-methyl-N-[3-(diethylamino) -propyl]-1-[(R)-1',2-bis(diphenylphosphino)ferrocenyl] -ethylamine. Reagents/catalysts: FC(S(=O)(=O)[O-])(F)F.[Ag+] (silver trifluoromethane-sulfonate). Run in C(Cl)Cl (methylene chloride). Run at temperature 25 celsius, time 20 hour. Yields the product COC(=O)C1N=COC1C1=CC=CC=C1 (4- methoxycarbonyl-5-phenyl-2-oxazoline). Isolated yield 88.0%. RXN SMILES: [N+:1]([CH2:3][C:4]([O:6][CH3:7])=[O:5])#[C-:2].[CH:8](=[O:15])[C:9]1[CH:14]=[CH:13][CH:12]=[CH:11][CH:10]=1>C(Cl)Cl.FC(F)(F)S([O-])(=O)=O.[Ag+]>[CH3:7][O:6][C:4]([CH:3]1[CH:8]([C:9]2[CH:14]=[CH:13][CH:12]=[CH:11][CH:10]=2)[O:15][CH:2]=[N:1]1)=[O:5] |f:3.4|. Procedure details: 39/3 mg (0.55 mmole) of (S)-N-methyl-N-[3-(diethylamino) -propyl]-1-[(R)-1',2-bis(diphenylphosphino)ferrocenyl] -ethylamine and 14.1 mg (0.055 mmole) of silver trifluoromethane-sulfonate was stirred in methylene chloride (5.5 ml) at room temperature for 30 minutes, and then, 0.549 g (5.54 mmole) of methyl isocyano-acetate and 0.642 g (6.05 mmole) of benzaldehyde was added thereto and stirred for 20 hours at 25° C. in nitrogen After being distilled under conditions of 110° C./0.3 mmHg, 1.0 g of 4...